Task: describe an organic reaction: reactants, conditions, products, and yield. Dataset: the Open Reaction Database (ORD), a public repository of structured organic reaction records Reactants: COC1=C(C(=CC=C1)OC)C(C(C(F)(F)F)(Cl)Cl)O (1,3-dimethoxy-2-(1-hydroxy-2,2-dichloro-3,3,3-trifluoro-propyl)-benzene), [Cl-].[NH4+] (ammonium chloride). The reagents and catalysts are [Zn] (Zinc). Run in C(C)O (ethanol). Conditions: time 8 hour. Yields the product COC1=C(C(=CC=C1)OC)C=C(C(F)(F)F)Cl (1,3-Dimethoxy-2-(2-chloro-3,3,3-trifluoroprop-1-enyl)-benzene). The yield is 94.0%. Reaction SMILES: [CH3:1][O:2][C:3]1[CH:8]=[CH:7][CH:6]=[C:5]([O:9][CH3:10])[C:4]=1[CH:11](O)[C:12](Cl)([Cl:17])[C:13]([F:16])([F:15])[F:14].[Cl-].[NH4+]>C(O)C.[Zn]>[CH3:10][O:9][C:5]1[CH:6]=[CH:7][CH:8]=[C:3]([O:2][CH3:1])[C:4]=1[CH:11]=[C:12]([Cl:17])[C:13]([F:16])([F:15])[F:14] |f:1.2|. Procedure details: 96.5 g (0.266 mole) of 1,3-dimethoxy-2-(1-hydroxy-2,2-dichloro-3,3,3-trifluoro-propyl)-benzene are dissolved in 1,000 ml of ethanol in a 1.5 l sulfonating flask with a thermometer, condenser and bubble counter, and 30 g (0.56 mole) of ammonium chloride are added. Zinc activated according to Fieser & Fieser (36.9 g=0.564 mole) is added in portions to the resulting brownish suspension, the reaction temperature rising to 42°. Stirring is continued overnight and the grey-yellow reaction mixture is t...